Dataset: the Open Reaction Database (ORD), a public repository of structured organic reaction records. Task: describe an organic reaction: reactants, conditions, products, and yield Reactants: CCO, Cl, NNC(N)=O, O, O=C(O)CCCCCCC1=C(C=Cc2ccccc2)C(O)CC1=O, c1ccncc1. Yields the product NC(=O)NN=C1CC(O)C(C=Cc2ccccc2)=C1CCCCCCC(=O)O. As a reaction SMILES: [CH3:38][CH2:39][OH:40].[ClH:1].[NH2:2][NH:3][C:4](=[O:5])[NH2:6].[OH2:7].[OH:8][CH:9]1[C:10]([CH:24]=[CH:25][c:26]2[cH:27][cH:28][cH:29][cH:30][cH:31]2)=[C:11]([CH2:15][CH2:16][CH2:17][CH2:18][CH2:19][CH2:20][C:21](=[O:22])[OH:23])[C:12](=[O:14])[CH2:13]1.[cH:32]1[cH:33][cH:34][n:35][cH:36][cH:37]1>>[N:2]([NH:3][C:4](=[O:5])[NH2:6])=[C:12]1[C:11]([CH2:15][CH2:16][CH2:17][CH2:18][CH2:19][CH2:20][C:21](=[O:22])[OH:23])=[C:10]([CH:24]=[CH:25][c:26]2[cH:27][cH:28][cH:29][cH:30][cH:31]2)[CH:9]([OH:8])[CH2:13]1. The reactants are S1C(=CC=C1C(=O)OCC)C(=O)OCC (Diethyl 2,5-thiophenedicarboxylate), [BH4-].[Na+] (sodium tetrahydroborate), O (water). Run in C(C)O (ethanol). Reaction conditions: time 3 day. Yields the product OCC1=CC=C(S1)C(=O)OCC (Ethyl 5-hydroxymethylthiophene-2-carboxylate). The yield is 52.7%. RXN SMILES: [S:1]1[C:5]([C:6](OCC)=[O:7])=[CH:4][CH:3]=[C:2]1[C:11]([O:13][CH2:14][CH3:15])=[O:12].[BH4-].[Na+].O>C(O)C>[OH:7][CH2:6][C:5]1[S:1][C:2]([C:11]([O:13][CH2:14][CH3:15])=[O:12])=[CH:3][CH:4]=1 |f:1.2|. Reported procedure: Diethyl 2,5-thiophenedicarboxylate (1.14 g, 5 mmol) synthesized in Production Example 71 was dissolved in ethanol, and sodium tetrahydroborate (113 mg, 3 mmol) was added thereto. The mixture was stirred for 3 days at a room temperature. After the completion of the reaction was confirmed by HPLC, water was added to the mixture, and the resulting mixture was concentrated under a reduced pressure. The residue was dissolved in ethyl acetate, washed with water and a saturated sodium chloride aqueous ...